Dataset: the Open Reaction Database (ORD), a public repository of structured organic reaction records. Task: describe an organic reaction: reactants, conditions, products, and yield Starting materials: ClCC(=O)NCC1=C(C=C2CCCC2=C1)O (6-(N-chloroacetylaminomethyl)-5-hydroxyindane), ClS(=O)(=O)O (chlorosulfonic acid), ice water. Conditions: time 30 minute. Yields the product ClCC(=O)NCC1=C(C(=C2CCCC2=C1)S(=O)(=O)Cl)O (6-(N-Chloroacetylaminomethyl)-5-hydroxy-4-chlorosulfonylindane). As a reaction SMILES: [Cl:1][CH2:2][C:3]([NH:5][CH2:6][C:7]1[CH:15]=[C:14]2[C:10]([CH2:11][CH2:12][CH2:13]2)=[CH:9][C:8]=1[OH:16])=[O:4].[Cl:17][S:18](O)(=[O:20])=[O:19]>>[Cl:1][CH2:2][C:3]([NH:5][CH2:6][C:7]1[CH:15]=[C:14]2[C:10]([CH2:11][CH2:12][CH2:13]2)=[C:9]([S:18]([Cl:17])(=[O:20])=[O:19])[C:8]=1[OH:16])=[O:4]. Procedure: 70 g (0.29 mole) of 6-(N-chloroacetylaminomethyl)-5-hydroxyindane are dissolved in 150 ml of chlorosulfonic acid, and the mixture is stirred for approx. 30 minutes at room temperature. The mixture is poured into ice water and the product is filtered off with suction. The initially crystalline material becomes oily after a little time and is employed in the next stage in this form without further purification. Reactants: C(C)(C)(C)OC(=O)N1CCN(CCC1)C=1N(C2=CC=CC=C2C1C=O)C1=CC=CC=C1 (4-(3-Formyl-1-phenyl-1H-indole-2-yl)-[1,4]diazepane-1-carboxylic acid tert-butyl ester), FC(C(=O)O)(F)F (trifluoroacetic acid). The solvent is ClCCl (dichloromethane). The product is N1(CCNCCC1)C=1N(C2=CC=CC=C2C1C=O)C1=CC=CC=C1 (2-[1,4]diazepan-1-yl-1-phenyl-1H-indole-3-carboxaldehyde). Yield: 86.0%. As a reaction SMILES: C(OC([N:8]1[CH2:14][CH2:13][CH2:12][N:11]([C:15]2[N:16]([C:26]3[CH:31]=[CH:30][CH:29]=[CH:28][CH:27]=3)[C:17]3[C:22]([C:23]=2[CH:24]=[O:25])=[CH:21][CH:20]=[CH:19][CH:18]=3)[CH2:10][CH2:9]1)=O)(C)(C)C.FC(F)(F)C(O)=O>ClCCl>[N:11]1([C:15]2[N:16]([C:26]3[CH:31]=[CH:30][CH:29]=[CH:28][CH:27]=3)[C:17]3[C:22]([C:23]=2[CH:24]=[O:25])=[CH:21][CH:20]=[CH:19][CH:18]=3)[CH2:12][CH2:13][CH2:14][NH:8][CH2:9][CH2:10]1. Procedure details: 4-(3-Formyl-1-phenyl-1H-indole-2-yl)-[1,4]diazepane-1-carboxylic acid tert-butyl ester (1.06 g, 2.53 mmol) and trifluoroacetic acid (10 mL) in dichloromethane (4 mL) is stirred overnight at room temperature. The solvent is evaporated off and the residue dissolved in dichloromethane (10 mL), washed with 5% aq sodium carbonate, with water, with brine, dried, filtered and concentrated. The residue is purified by chromatography eluting with dichloromethane-5 to 10% methanol. Product containing fract... Reactants: [Si](C1=CC=CC=C1)(C1=CC=CC=C1)(C(C)(C)C)OCCC1=NOC(=N1)C=1C(=NC(=CC1)Cl)C (3-[3-(2-{[tert-Butyl(diphenyl)silyl]oxy}ethyl)-1,2,4-oxadiazol-5-yl]-6-chloro-2-methylpyridine), [F-].C(CCC)[N+](CCCC)(CCCC)CCCC (tetrabutylammonium fluoride). The solvent is O1CCCC1 (tetrahydrofuran). Run at temperature 50 celsius. Yields the product ClC1=CC=C(C(=N1)C)C1=NC(=NO1)CCO (2-[5-(6-Chloro-2-methylpyridin-3-yl)-1,2,4-oxadiazol-3-yl]ethanol). RXN SMILES: [Si]([O:18][CH2:19][CH2:20][C:21]1[N:25]=[C:24]([C:26]2[C:27]([CH3:33])=[N:28][C:29]([Cl:32])=[CH:30][CH:31]=2)[O:23][N:22]=1)(C(C)(C)C)(C1C=CC=CC=1)C1C=CC=CC=1.[F-].C([N+](CCCC)(CCCC)CCCC)CCC>O1CCCC1>[Cl:32][C:29]1[N:28]=[C:27]([CH3:33])[C:26]([C:24]2[O:23][N:22]=[C:21]([CH2:20][CH2:19][OH:18])[N:25]=2)=[CH:31][CH:30]=1 |f:1.2|. Procedure details: 3-[3-(2-{[tert-Butyl(diphenyl)silyl]oxy}ethyl)-1,2,4-oxadiazol-5-yl]-6-chloro-2-methylpyridine (210 mg, 0.44 mmol) was taken up in tetrahydrofuran (2.2 ml) and tetrabutylammonium fluoride (0.44 ml of 1.0 M in THF, 0.44 mmol) was added. The solution was heated to 50° C. for 2 hours, cooled to room temperature, concentrated under reduced pressure, and directly purified via silica gel chromatography (0-100% ethyl acetate in hexane) to afford the title compound. The reactants are COC([C@@](N)(C(C)C)N=C=O)=O (α-isocyanato-valine methyl ester), C(C)N(CC)C=1SC=C(N1)CO (2-(N,N-diethylamino)-4-(hydroxymethyl)thiazole). The reagents and catalysts are CN(C1=CC=NC=C1)C (4-dimethylaminopyridine). Run in ClCCl (dichloromethane), C(Cl)(Cl)Cl (chloroform). Run at time 16 hour. Yields the product COC([C@@H](NC(=O)OCC=1N=C(SC1)N(CC)CC)C(C)C)=O (N-((2-(N,N-Diethylamino)-4-thiazolyl)methoxycarbonyl)valine Methyl Ester). The yield is 82.0%. RXN SMILES: [CH3:1][O:2][C:3](=[O:12])[C@:4]([N:9]=[C:10]=[O:11])([CH:6]([CH3:8])[CH3:7])N.[CH2:13]([N:15]([C:18]1[S:19][CH:20]=[C:21]([CH2:23][OH:24])[N:22]=1)[CH2:16][CH3:17])[CH3:14]>ClCCl.CN(C)C1C=CN=CC=1.C(Cl)(Cl)Cl>[CH3:1][O:2][C:3](=[O:12])[C@H:4]([CH:6]([CH3:8])[CH3:7])[NH:9][C:10]([O:24][CH2:23][C:21]1[N:22]=[C:18]([N:15]([CH2:16][CH3:17])[CH2:13][CH3:14])[S:19][CH:20]=1)=[O:11]. Procedure details: A solution of 5.11 mmol of α-isocyanato-valine methyl ester in 10 ml of dichloromethane was treated with 0.864 g (4.65 mmol) of 2-(N,N-diethylamino)-4-(hydroxymethyl)thiazole and 0.46 mmol of 4-dimethylaminopyridine. The resulting solution was stirred at ambient temperature for 16 h, after which it was diluted with 200 ml of chloroform, washed successively with 10% citric acid, aqueous NaHCO3, and saturated brine. After drying over Na2SO4, the solvent was removed in vacuo, and the residue was ch... Reactants: OCC(C)(C)NC(C(C(CN1N=CN=C1)(O)C1=C(C=C(C=C1)F)F)(F)F)=O (N-(1-hydroxy-2-methylpropan-2-yl)-3-(2,4-difluorophenyl)-2,2-difluoro-3-hydroxy-4-(1H-1,2,4-triazol-1-yl)butanamide), Cl (hydrochloric acid), [H-].[Na+] (sodium hydride), CI (methyl iodide). The solvent is CN(C=O)C (N,N-dimethylformamide), C(C)(=O)OCC (ethyl acetate), O (water). The product is COCC(C)(C)NC(C(C(CN1N=CN=C1)(O)C1=C(C=C(C=C1)F)F)(F)F)=O (N-(1-methoxy-2-methylpropan-2-yl)-3-(2,4-difluorophenyl)-2,2-difluoro-3-hydroxy-4- (1H-1,2,4-triazol-1-yl)butanamide). Isolated yield 29.0%. Reaction SMILES: [OH:1][CH2:2][C:3]([NH:6][C:7](=[O:27])[C:8]([F:26])([F:25])[C:9]([C:17]1[CH:22]=[CH:21][C:20]([F:23])=[CH:19][C:18]=1[F:24])([OH:16])[CH2:10][N:11]1[CH:15]=[N:14][CH:13]=[N:12]1)([CH3:5])[CH3:4].[H-].[Na+].[CH3:30]I.Cl>CN(C)C=O.O.C(OCC)(=O)C>[CH3:30][O:1][CH2:2][C:3]([NH:6][C:7](=[O:27])[C:8]([F:25])([F:26])[C:9]([C:17]1[CH:22]=[CH:21][C:20]([F:23])=[CH:19][C:18]=1[F:24])([OH:16])[CH2:10][N:11]1[CH:15]=[N:14][CH:13]=[N:12]1)([CH3:5])[CH3:4] |f:1.2|. Procedure details: In 2 ml of N,N-dimethylformamide was dissolved 0.1 g of N-(1-hydroxy-2-methylpropan-2-yl)-3-(2,4-difluorophenyl)-2,2-difluoro-3-hydroxy-4-(1H-1,2,4-triazol-1-yl)butanamide. To the resulting solution was added 0.012 g of 60% sodium hydride at 0°-5° C. The solution was subjected to reaction at 20°-25° C. for 30 minutes. To the reaction mixture was added 0.04 g of methyl iodide at 0°-5° C. The resulting mixture was subjected to reaction at 20°-25° C. for 12 hours. The reaction mixture was introduce... Reactants: FC1=C(C=CC(=C1)I)NC1=C2C=NNC2=CC=C1C(=O)O (4-(2-fluoro-4-iodophenylamino)-1H-indazole-5-carboxylic acid), 0-(tetrahydro-pyran-4-yl)-hydroxylamine, C=1C=CC2=C(C1)N=NN2O (HOBt), CCN=C=NCCCN(C)C (EDCI), CCN(C(C)C)C(C)C (DIPEA), CN(C)C=O (DMF). Solvent: C(C)(=O)OCC (ethyl acetate). Reaction conditions: time 70 hour. Yields the product O1CCC(CC1)ONC(=O)C=1C(=C2C=NNC2=CC1)NC1=C(C=C(C=C1)I)F (4-(2-Fluoro-4-iodo-phenylamino)-1H-indazole-5-carboxylic acid (tetrahydro-pyran-4-yloxy)-amide). Yield: 26.0%. Reaction SMILES: [F:1][C:2]1[CH:7]=[C:6]([I:8])[CH:5]=[CH:4][C:3]=1[NH:9][C:10]1[C:18]([C:19]([OH:21])=O)=[CH:17][CH:16]=[C:15]2[C:11]=1[CH:12]=[N:13][NH:14]2.C1C=CC2[N:30]([OH:31])N=NC=2C=1.CCN=C=N[CH2:37][CH2:38][CH2:39]N(C)C.CCN([CH:49]([CH3:51])C)C(C)C.CN(C=[O:56])C>C(OCC)(=O)C>[O:56]1[CH2:37][CH2:38][CH:39]([O:31][NH:30][C:19]([C:18]2[C:10]([NH:9][C:3]3[CH:4]=[CH:5][C:6]([I:8])=[CH:7][C:2]=3[F:1])=[C:11]3[C:15](=[CH:16][CH:17]=2)[NH:14][N:13]=[CH:12]3)=[O:21])[CH2:51][CH2:49]1. Reported procedure: To a solution of 4-(2-fluoro-4-iodophenylamino)-1H-indazole-5-carboxylic acid (100 mg, 0.252 mmol) in DMF (3 mL) was added 0-(tetrahydro-pyran-4-yl)-hydroxylamine (44 mg, 0.378 mmol), HOBt (37 mg, 0.277 mmol), EDCI (53 mg, 0.277 mmol) and DIPEA (92 μl, 0.529 mmol). The reaction was stirred at room temperature for 70 hours. The reaction mixture was diluted with ethyl acetate and washed with saturated aqueous sodium hydrogen carbonate then water, dried (Na2SO4), filtered and concentrated in vacuo....